From a dataset of the Open Reaction Database (ORD), a public repository of structured organic reaction records. describe an organic reaction: reactants, conditions, products, and yield Starting materials: FC=1C=C(C2=C(C=CO2)C1)OCCN=[N+]=[N-] (2-(5-fluoro-benzofuran-7-yloxy)-ethylazide), C1(=CC=CC=C1)P(C1=CC=CC=C1)C1=CC=CC=C1 (triphenylphosphine). Run in O (water), O1CCCC1 (tetrahydrofuran). Run at time 18 hour. The product is FC=1C=C(C2=C(C=CO2)C1)OCCN (2-(5-Fluoro-benzofuran-7-yloxy)-ethylamine). Yield: 76.2%. As a reaction SMILES: [F:1][C:2]1[CH:3]=[C:4]([O:11][CH2:12][CH2:13][N:14]=[N+]=[N-])[C:5]2[O:9][CH:8]=[CH:7][C:6]=2[CH:10]=1.C1(P(C2C=CC=CC=2)C2C=CC=CC=2)C=CC=CC=1>O1CCCC1.O>[F:1][C:2]1[CH:3]=[C:4]([O:11][CH2:12][CH2:13][NH2:14])[C:5]2[O:9][CH:8]=[CH:7][C:6]=2[CH:10]=1. Procedure details: A solution 2-(5-fluoro-benzofuran-7-yloxy)-ethylazide (0.82 g, 3.7 mmol) and triphenylphosphine (1.17 g, 4.4 mmol) in tetrahydrofuran (50 ml) and water (2 ml) was allowed to stir for 18 hours at room temperature. The solvent was removed under vacuum. Chromatography (30% methanol-methylene chloride plus ammonium hydroxide) afford 0.55 g (73%) of product as a yellow oil: MS ESI 196 m/e (M+H)+ The reactants are C(=O)(OC(C)(C)C)N1[C@H](CCC[C@@H]1C(CCC=C)=O)C (trans-N-Boc-2-methyl-6-(ethenyl propionyl)piperidine). The solvent is FC(C(=O)O)(F)F (trifloroacetic acid), ClCCl (dichloromethane). Product: C[C@@H]1N[C@H](CCC1)C(CCC=C)=O (trans-2-methyl-6-(ethenyl propionyl)piperidine). RXN SMILES: C([N:8]1[C@@H:13]([C:14](=[O:19])[CH2:15][CH2:16][CH:17]=[CH2:18])[CH2:12][CH2:11][CH2:10][C@@H:9]1[CH3:20])(OC(C)(C)C)=O>FC(F)(F)C(O)=O.ClCCl>[CH3:20][C@H:9]1[CH2:10][CH2:11][CH2:12][C@H:13]([C:14](=[O:19])[CH2:15][CH2:16][CH:17]=[CH2:18])[NH:8]1. Procedure details: To a stirred solution of trans-N-Boc-2-methyl-6-(ethenyl propionyl)piperidine. (1.8 g, 3.36 mmol) in 15% trifloroacetic acid (35 mL) in dichloromethane was stirred for 2 h at room temperature, and the reaction mixture was quenched with 75 mL saturated NaHCO3 solution. The mixture was extracted with ether *5 and the combined extracts were dried over K2CO3 and then concentrated to give trans-2-methyl-6-(ethenyl propionyl)piperidine as an oil. The crude oil was immediately dissolved in a small amou... Starting materials: BrC=1C=C(C(=O)O)C=CC1 (3-Bromo-benzoic acid), C(C)OC(CC1=CC(=CC=C1)N)=O ((3-Amino-phenyl)-acetic acid ethyl ester). The product is C(C)OC(CC1=CC(=CC=C1)NC(C1=CC(=CC=C1)Br)=O)=O ([3-(3-Bromo-benzoylamino)-phenyl]-acetic acid ethyl ester). RXN SMILES: [Br:1][C:2]1[CH:3]=[C:4]([CH:8]=[CH:9][CH:10]=1)[C:5]([OH:7])=O.[CH2:11]([O:13][C:14](=[O:23])[CH2:15][C:16]1[CH:21]=[CH:20][CH:19]=[C:18]([NH2:22])[CH:17]=1)[CH3:12]>>[CH2:11]([O:13][C:14](=[O:23])[CH2:15][C:16]1[CH:21]=[CH:20][CH:19]=[C:18]([NH:22][C:5](=[O:7])[C:4]2[CH:8]=[CH:9][CH:10]=[C:2]([Br:1])[CH:3]=2)[CH:17]=1)[CH3:12]. Reported procedure: 3-Bromo-benzoic acid (112 mg, 0.56 mmol) was coupled with ethyl ester (6) (100 mg, 0.56 mmol) following Method C to give the title compound. Reactants: CCCCCCCCC=CCCCCCCCCO, CC(C)OC(=O)N=NC(=O)OC(C)C, C1CCOC1, O[Si](O)(c1ccccc1)c1ccccc1, c1ccc(P(c2ccccc2)c2ccccc2)cc1. Yields the product CCCCCCCCC=CCCCCCCCCO[Si](O)(c1ccccc1)c1ccccc1. Reaction SMILES: [CH2:16]([CH2:17][CH2:18][CH2:19][CH2:20][CH2:21][CH2:22][CH2:23][CH:24]=[CH:25][CH2:26][CH2:27][CH2:28][CH2:29][CH2:30][CH2:31][CH2:32][CH3:33])[OH:34].[CH:54]([O:55][C:56]([N:57]=[N:58][C:59]([O:60][CH:61]([CH3:62])[CH3:63])=[O:64])=[O:65])([CH3:66])[CH3:67].[O:68]1[CH2:69][CH2:70][CH2:71][CH2:72]1.[c:1]1([Si:7]([OH:8])([OH:9])[c:10]2[cH:11][cH:12][cH:13][cH:14][cH:15]2)[cH:2][cH:3][cH:4][cH:5][cH:6]1.[c:35]1([P:36]([c:37]2[cH:38][cH:39][cH:40][cH:41][cH:42]2)[c:43]2[cH:44][cH:45][cH:46][cH:47][cH:48]2)[cH:49][cH:50][cH:51][cH:52][cH:53]1>>[c:1]1([Si:7]([OH:8])([O:9][CH2:16][CH2:17][CH2:18][CH2:19][CH2:20][CH2:21][CH2:22][CH2:23][CH:24]=[CH:25][CH2:26][CH2:27][CH2:28][CH2:29][CH2:30][CH2:31][CH2:32][CH3:33])[c:10]2[cH:11][cH:12][cH:13][cH:14][cH:15]2)[cH:2][cH:3][cH:4][cH:5][cH:6]1. The reactants are C(C)(=O)O (acetic acid), [Cl-].[Li+].C(C)(C)[Mg+].[Cl-] (isopropylmagnesium lithium chloride), IC1=CC(=NS1)C (5-iodo-3-methylisothiazole), C(C)(C)OB1OC(C(O1)(C)C)(C)C (2-isopropoxy-4,4,5,5-tetramethyl-1,3,2-dioxaborolane). The solvent is C1CCOC1 (THF), CC(C)(C)OC (MTBE), C1CCOC1 (THF), C1CCOC1 (THF), Hexanes, CC(C)(C)OC (MTBE). Run at temperature -10 celsius, time 5 minute. The product is CC1=NSC(=C1)B1OC(C(O1)(C)C)(C)C (3-Methyl-5-(4,4,5,5-tetramethyl-1,3,2-dioxaborolan-2-yl)isothiazole). Yield: 83.4%. RXN SMILES: I[C:2]1[S:6][N:5]=[C:4]([CH3:7])[CH:3]=1.C(O[B:12]1[O:16][C:15]([CH3:18])([CH3:17])[C:14]([CH3:20])([CH3:19])[O:13]1)(C)C.[Cl-].[Li+].C([Mg+])(C)C.[Cl-].C(O)(=O)C>C1COCC1.CC(OC)(C)C>[CH3:7][C:4]1[CH:3]=[C:2]([B:12]2[O:16][C:15]([CH3:18])([CH3:17])[C:14]([CH3:20])([CH3:19])[O:13]2)[S:6][N:5]=1 |f:2.3.4.5|. Procedure details: To a cooled (−25° C.) solution of 5-iodo-3-methylisothiazole (59.5 g, 264 mmol) and 2-isopropoxy-4,4,5,5-tetramethyl-1,3,2-dioxaborolane (50.2 g, 270 mmol) in anhydrous THF (300 mL) was added dropwise 1.3 M isopropylmagnesium lithium chloride in THF (218 mL, 283 mmol) at a rate which maintained the temperature at −15° C. to −25° C. The reaction mixture was stirred at −10° C. for 5 minutes after the addition was completed. HPLC analysis indicated that the starting material was consumed. A solutio... Starting materials: CCC1CN(Cc2ccccc2)CCN1, COCCOC, COC(=O)c1cccc2oc(Cl)nc12, [H-], [Na+]. The product is CCC1CN(Cc2ccccc2)CCN1c1nc2c(C(=O)OC)cccc2o1. RXN SMILES: [CH2:1]([c:2]1[cH:3][cH:4][cH:5][cH:6][cH:7]1)[N:8]1[CH2:9][CH:10]([CH2:14][CH3:15])[NH:11][CH2:12][CH2:13]1.[CH3:32][O:33][CH2:34][CH2:35][O:36][CH3:37].[Cl:18][c:19]1[o:20][c:21]2[c:22]([n:23]1)[c:24]([C:28](=[O:29])[O:30][CH3:31])[cH:25][cH:26][cH:27]2.[H-:17].[Na+:16]>>[CH2:1]([c:2]1[cH:3][cH:4][cH:5][cH:6][cH:7]1)[N:8]1[CH2:9][CH:10]([CH2:14][CH3:15])[N:11]([c:19]2[o:20][c:21]3[c:22]([n:23]2)[c:24]([C:28](=[O:29])[O:30][CH3:31])[cH:25][cH:26][cH:27]3)[CH2:12][CH2:13]1. Reactants: O=C([O-])[O-], C1CCNCC1, COc1cc2c(Cl)ccnc2cc1OCCCCl, [K+], [K+], CN(C)C=O. Yields the product COc1cc2c(Cl)ccnc2cc1OCCCN1CCCCC1. RXN SMILES: [C:19](=[O:20])([O-:21])[O-:22].[CH2:25]1[CH2:26][CH2:27][NH:28][CH2:29][CH2:30]1.[Cl:1][c:2]1[cH:3][cH:4][n:5][c:6]2[cH:7][c:8]([O:14][CH2:15][CH2:16][CH2:17][Cl:18])[c:9]([O:12][CH3:13])[cH:10][c:11]12.[K+:23].[K+:24].[O:31]=[CH:32][N:33]([CH3:34])[CH3:35]>>[Cl:1][c:2]1[cH:3][cH:4][n:5][c:6]2[cH:7][c:8]([O:14][CH2:15][CH2:16][CH2:17][N:28]3[CH2:27][CH2:26][CH2:25][CH2:30][CH2:29]3)[c:9]([O:12][CH3:13])[cH:10][c:11]12.